Dataset: the Open Reaction Database (ORD), a public repository of structured organic reaction records. Task: describe an organic reaction: reactants, conditions, products, and yield Yields the product C(=O)(O)C(CCC1=CC=CC=C1)N[C@@H](C)C(=O)N1[C@H](C(=O)N)CCC1 (N-(1-carboxy-3-phenylpropyl)-L-alanyl-L-proline amide). Run in C(C)O.O (ethanol water). The reactants are N[C@@H](C)C(=O)N1[C@H](C(=O)N)CCC1 (L-alanyl-L-proline amide), O=C(C(=O)O)CCC1=CC=CC=C1 (2-oxo-4-phenylbutyric acid), C(#N)[BH3-].[Na+] (sodium cyanoborohydride). Procedure details: Couple L-alanyl-L-proline amide, prepared as in Example 51, with 2-oxo-4-phenylbutyric acid employing sodium cyanoborohydride in 50% ethanol-water by the method described in example 2. After eluting from the ion-exchange resin, concentrate in vacuo to a small volume, flush with water, and freeze-dry to obtain N-(1-carboxy-3-phenylpropyl)-L-alanyl-L-proline amide as a mixture of diastereoisomers. As a reaction SMILES: [NH2:1][C@H:2]([C:4]([N:6]1[CH2:13][CH2:12][CH2:11][C@H:7]1[C:8]([NH2:10])=[O:9])=[O:5])[CH3:3].O=[C:15]([CH2:19][CH2:20][C:21]1[CH:26]=[CH:25][CH:24]=[CH:23][CH:22]=1)[C:16]([OH:18])=[O:17].C([BH3-])#N.[Na+]>C(O)C.O>[C:16]([CH:15]([NH:1][C@H:2]([C:4]([N:6]1[CH2:13][CH2:12][CH2:11][C@H:7]1[C:8]([NH2:10])=[O:9])=[O:5])[CH3:3])[CH2:19][CH2:20][C:21]1[CH:26]=[CH:25][CH:24]=[CH:23][CH:22]=1)([OH:18])=[O:17] |f:2.3,4.5|. The reactants are COC(=O)CC1=C(C(=O)OC)C=CC(=C1)[N+](=O)[O-] (Methyl 2-methoxycarbonylmethyl-4-nitrobenzoate), [H][H] (hydrogen). Reagents/catalysts: [Pd] (palladium). Solvent: C(C)(=O)OCC (ethyl acetate), CO (methanol). Conditions: time 8 hour. Product: COC(=O)CC1=C(C(=O)OC)C=CC(=C1)N (Methyl 2-methoxycarbonylmethyl-4-aminobenzoate). Isolated yield 84.8%. Reaction SMILES: [CH3:1][O:2][C:3]([CH2:5][C:6]1[CH:15]=[C:14]([N+:16]([O-])=O)[CH:13]=[CH:12][C:7]=1[C:8]([O:10][CH3:11])=[O:9])=[O:4].[H][H]>C(OCC)(=O)C.CO.[Pd]>[CH3:1][O:2][C:3]([CH2:5][C:6]1[CH:15]=[C:14]([NH2:16])[CH:13]=[CH:12][C:7]=1[C:8]([O:10][CH3:11])=[O:9])=[O:4]. Procedure details: Methyl 2-methoxycarbonylmethyl-4-nitrobenzoate (1.74 g, 6.87 mmol) was dissolved in a mixed solvent of ethyl acetate and methanol under nitrogen atmosphere, and then 10% palladium ddcarbon (30 w/w %) was added thereto. After replacing nitrogen gas with hydrogen gas, the reaction solution was stirred at room temperature overnight. The palladium catalyst was removed by Celite filtration, followed by washing with ethyl acetate. The filtrate and washing solution were combined together, and concentra... Reactants: OC=1C=C(C=CC1)C1=C(C=NC2=C(C=CC=C12)C(F)(F)F)C(=O)C1=CC=CC=C1 ([4-(3-hydroxy-phenyl)-8-trifluoromethylquinolin-3-yl]-phenyl methanone), COC1=NC=C(C=C1)B(O)O (2-Methoxy-5-pyridineboronic acid). Yields the product COC1=CC=C(C=N1)OC=1C=C(C=CC1)C1=C(C=NC2=C(C=CC=C12)C(F)(F)F)C(=O)C1=CC=CC=C1 ([4-{3-[(6-METHOXYPYRIDIN-3-YL)OXY]PHENYL}-8-(TRIFLUOROMETHYL)QUINOLIN-3-YL](PHENYL)-METHANONE). Reaction SMILES: [OH:1][C:2]1[CH:3]=[C:4]([C:8]2[C:17]3[C:12](=[C:13]([C:18]([F:21])([F:20])[F:19])[CH:14]=[CH:15][CH:16]=3)[N:11]=[CH:10][C:9]=2[C:22]([C:24]2[CH:29]=[CH:28][CH:27]=[CH:26][CH:25]=2)=[O:23])[CH:5]=[CH:6][CH:7]=1.[CH3:30][O:31][C:32]1[CH:37]=[CH:36][C:35](B(O)O)=[CH:34][N:33]=1>>[CH3:30][O:31][C:32]1[N:33]=[CH:34][C:35]([O:1][C:2]2[CH:3]=[C:4]([C:8]3[C:17]4[C:12](=[C:13]([C:18]([F:21])([F:19])[F:20])[CH:14]=[CH:15][CH:16]=4)[N:11]=[CH:10][C:9]=3[C:22]([C:24]3[CH:25]=[CH:26][CH:27]=[CH:28][CH:29]=3)=[O:23])[CH:5]=[CH:6][CH:7]=2)=[CH:36][CH:37]=1. Procedure details: The title compound was prepared from [4-(3-hydroxy-phenyl)-8-trifluoromethylquinolin-3-yl]-phenyl methanone and 2-Methoxy-5-pyridineboronic acid, following the procedure of Example 519: MS m/z 501.